The task is: describe an organic reaction: reactants, conditions, products, and yield. This data is from the Open Reaction Database (ORD), a public repository of structured organic reaction records. Starting materials: CCOC(=O)C1CCc2c(n(C)c3ccc(Cl)cc23)C1, CCO, [Na+], [OH-]. Yields the product Cn1c2c(c3cc(Cl)ccc31)CCC(C(=O)O)C2. Reaction SMILES: [CH2:1]([CH3:2])[O:3][C:4](=[O:5])[CH:6]1[CH2:7][c:8]2[n:9]([CH3:20])[c:10]3[cH:11][cH:12][c:13]([Cl:19])[cH:14][c:15]3[c:16]2[CH2:17][CH2:18]1.[CH3:23][CH2:24][OH:25].[Na+:22].[OH-:21]>>[O:3]=[C:4]([OH:5])[CH:6]1[CH2:7][c:8]2[n:9]([CH3:20])[c:10]3[cH:11][cH:12][c:13]([Cl:19])[cH:14][c:15]3[c:16]2[CH2:17][CH2:18]1. The reactants are C(C)(C)(C)OC(=O)C1NC(C(C1C1=C(C(=CC=C1)Cl)F)(C#N)C1=C(C=C(C=C1)Cl)F)CC(CCN=[N+]=[N-])(C)C (rac-(2R,3S,4R,5S)-5-(4-azido-2,2-dimethyl-butyl)-3-(3-chloro-2-fluoro-phenyl)-4-(4-chloro-2-fluoro-phenyl)-4-cyano-pyrrolidine-2-carboxylic acid tert-butyl ester), FC(C(=O)O)(F)F (trifluoroacetic acid). Solvent: ClCCl (dichloromethane). The product is FC(C(=O)O)(F)F.N(=[N+]=[N-])CCC(CC1C(C(C(N1)C(=O)O)C1=C(C(=CC=C1)Cl)F)(C#N)C1=C(C=C(C=C1)Cl)F)(C)C (rac-(2R,3S,4R,5S)-5-(4-azido-2,2-dimethyl-butyl)-3-(3-chloro-2-fluoro-phenyl)-4-(4-chloro-2-fluoro-phenyl)-4-cyano-pyrrolidine-2-carboxylic acid trifluoroacetic acid). Yield: 96.0%. RXN SMILES: C([O:5][C:6]([CH:8]1[CH:12]([C:13]2[CH:18]=[CH:17][CH:16]=[C:15]([Cl:19])[C:14]=2[F:20])[C:11]([C:23]2[CH:28]=[CH:27][C:26]([Cl:29])=[CH:25][C:24]=2[F:30])([C:21]#[N:22])[CH:10]([CH2:31][C:32]([CH3:39])([CH3:38])[CH2:33][CH2:34][N:35]=[N+:36]=[N-:37])[NH:9]1)=[O:7])(C)(C)C.[F:40][C:41]([F:46])([F:45])[C:42]([OH:44])=[O:43]>ClCCl>[F:40][C:41]([F:46])([F:45])[C:42]([OH:44])=[O:43].[N:35]([CH2:34][CH2:33][C:32]([CH3:39])([CH3:38])[CH2:31][CH:10]1[NH:9][CH:8]([C:6]([OH:7])=[O:5])[CH:12]([C:13]2[CH:18]=[CH:17][CH:16]=[C:15]([Cl:19])[C:14]=2[F:20])[C:11]1([C:23]1[CH:28]=[CH:27][C:26]([Cl:29])=[CH:25][C:24]=1[F:30])[C:21]#[N:22])=[N+:36]=[N-:37] |f:3.4|. Procedure details: In a manner similar to the method described in Example 25a, rac-(2R,3S,4R,5S)-5-(4-azido-2,2-dimethyl-butyl)-3-(3-chloro-2-fluoro-phenyl)-4-(4-chloro-2-fluoro-phenyl)-4-cyano-pyrrolidine-2-carboxylic acid tert-butyl ester prepared in Example 120b (0.5 g, 0.86 mmol) was reacted with trifluoroacetic acid in dichloromethane at room temperature to give rac-(2R,3S,4R,5S)-5-(4-azido-2,2-dimethyl-butyl)-3-(3-chloro-2-fluoro-phenyl)-4-(4-chloro-2-fluoro-phenyl)-4-cyano-pyrrolidine-2-carboxylic acid trif... The reactants are Fc1cc(Br)cc(OC(F)(F)C(F)F)c1, [Li]CCCC, Cc1ccccc1, CCOC(C)=O, COc1cc(C(Cc2ccccc2)=NS(=O)C(C)(C)C)ccc1F, [Li]c1cc(F)cc(OC(F)(F)C(F)F)c1. Product: COc1cc(C(Cc2ccccc2)(NS(=O)C(C)(C)C)c2cc(F)cc(OC(F)(F)C(F)F)c2)ccc1F. As a reaction SMILES: [Br:1][c:2]1[cH:3][c:4]([F:15])[cH:5][c:6]([O:8][C:9]([CH:10]([F:11])[F:12])([F:13])[F:14])[cH:7]1.[CH3:16][CH2:17][CH2:18][CH2:19][Li:20].[CH3:60][c:61]1[cH:62][cH:63][cH:64][cH:65][cH:66]1.[CH3:67][CH2:68][O:69][C:70]([CH3:71])=[O:72].[F:21][c:22]1[c:23]([O:43][CH3:44])[cH:24][c:25]([C:28]([CH2:29][c:30]2[cH:31][cH:32][cH:33][cH:34][cH:35]2)=[N:36][S:37](=[O:38])[C:39]([CH3:40])([CH3:41])[CH3:42])[cH:26][cH:27]1.[F:45][c:46]1[cH:47][c:48]([Li:49])[cH:50][c:51]([O:52][C:53]([F:54])([F:55])[CH:56]([F:57])[F:58])[cH:59]1>>[c:2]1([C:28]([c:25]2[cH:24][c:23]([O:43][CH3:44])[c:22]([F:21])[cH:27][cH:26]2)([CH2:29][c:30]2[cH:31][cH:32][cH:33][cH:34][cH:35]2)[NH:36][S:37](=[O:38])[C:39]([CH3:40])([CH3:41])[CH3:42])[cH:3][c:4]([F:15])[cH:5][c:6]([O:8][C:9]([CH:10]([F:11])[F:12])([F:13])[F:14])[cH:7]1. The reactants are ClC1=C(C=C(C(=C1)F)N1C(N(C(=CC1=O)C(F)(F)F)C)=O)S(=O)(=O)N=C=O (2-chloro-4-fluoro-5-[3,6-dihydro-3-methyl-2,6-dioxo-4-trifluoromethyl-(2H)-pyrimidin-1-yl]benzenesulfonyl isocyanate), CNC(C)C (N-methylisopropylamine). The solvent is ClCCCl (1,2-dichloroethane), ClCCCl (1,2-dichloroethane). The product is ClC1=CC(=C(C=C1S(=O)(=O)NC(=O)N(C)C(C)C)N1C(N(C(=CC1=O)C(F)(F)F)C)=O)F (3-[4-Chloro-2-fluoro-5-{[isopropyl(methyl)amino]carbonylaminosulfonyl}phenyl]-1-methyl-2,4-dioxo-6-trifluoromethyl-1,2,3,4-tetrahydropyrimidine). Reaction SMILES: [Cl:1][C:2]1[CH:7]=[C:6]([F:8])[C:5]([N:9]2[C:14](=[O:15])[CH:13]=[C:12]([C:16]([F:19])([F:18])[F:17])[N:11]([CH3:20])[C:10]2=[O:21])=[CH:4][C:3]=1[S:22]([N:25]=[C:26]=[O:27])(=[O:24])=[O:23].[CH3:28][NH:29][CH:30]([CH3:32])[CH3:31]>ClCCCl>[Cl:1][C:2]1[C:3]([S:22]([NH:25][C:26]([N:29]([CH:30]([CH3:32])[CH3:31])[CH3:28])=[O:27])(=[O:24])=[O:23])=[CH:4][C:5]([N:9]2[C:14](=[O:15])[CH:13]=[C:12]([C:16]([F:19])([F:17])[F:18])[N:11]([CH3:20])[C:10]2=[O:21])=[C:6]([F:8])[CH:7]=1. Reported procedure: With stirring, 1.0 g (2.34 mmol) of 2-chloro-4-fluoro-5-[3,6-dihydro-3-methyl-2,6-dioxo-4-trifluoromethyl-(2H)-pyrimidin-1-yl]benzenesulfonyl isocyanate in 1,2-dichloroethane was added to a solution of 0.34 g (4.68 mmol) of N-methylisopropylamine in 1,2-dichloroethane, and the mixture was stirred overnight. The reaction mixture was concentrated, the residue was taken up in methylene chloride and 0.5N hydrochloric acid was added. The organic phase was then dried and the solvent was removed. This ... Reactants: [OH-].[Na+] (NaOH), Cl (HCl), BrC1=CC=C(C=C1)C(CC(=O)O)CC(=O)O (3-(4-bromophenyl)-glutaric acid). The solvent is C(C)(=O)Cl (acetyl chloride). The product is BrC1=CC=C(C=C1)C1CC(=O)OC(C1)=O (3-(4-bromophenyl)-glutaric anhydride). Reaction SMILES: [OH-].[Na+].Cl.[Br:4][C:5]1[CH:10]=[CH:9][C:8]([CH:11]([CH2:16][C:17]([OH:19])=[O:18])[CH2:12][C:13]([OH:15])=O)=[CH:7][CH:6]=1>C(Cl)(=O)C>[Br:4][C:5]1[CH:6]=[CH:7][C:8]([CH:11]2[CH2:12][C:13](=[O:15])[O:19][C:17](=[O:18])[CH2:16]2)=[CH:9][CH:10]=1 |f:0.1|. Procedure: To a solution of commercial 4-bromobenzaldehyde (23.4 g) in ethyl acetoacetate (32.9 g) piperidine (3 ml) was added with stirring at rt. The yellowish solution slowly evolves strong heat. Ethanol (40 ml) was added to induce crystallisation and the mixture was kept at rt for 2 h. The precipitate was collected by suction filtration, washed with ethanol, and dried in vacuo to give 29.5 g of a faint yellowish solid (the bis-adduct of acetoacetate to the benzaldehyde). The powdered solid was added in...